Dataset: the Open Reaction Database (ORD), a public repository of structured organic reaction records. Task: describe an organic reaction: reactants, conditions, products, and yield The reactants are N(=O)[O-].[Na+] (sodium nitrite), C(C)(=O)NC1=C(C=C(C=C1)CC(=O)OC)N (Methyl 4-acetamido-3-aminophenylacetate). Run in O (water), C(C)(=O)O (acetic acid), O (water), C(C)(=O)OCC (ethyl acetate). Run at time 4 hour. Yields the product N1N=NC2=C1C=CC(=C2)CC(=O)OC (methyl (benzotriazol-5-yl)acetate). Isolated yield 71.5%. Reaction SMILES: C([NH:4][C:5]1[CH:10]=[CH:9][C:8]([CH2:11][C:12]([O:14][CH3:15])=[O:13])=[CH:7][C:6]=1[NH2:16])(=O)C.[N:17]([O-])=O.[Na+]>C(O)(=O)C.O.C(OCC)(=O)C>[NH:4]1[C:5]2[CH:10]=[CH:9][C:8]([CH2:11][C:12]([O:14][CH3:15])=[O:13])=[CH:7][C:6]=2[N:16]=[N:17]1 |f:1.2|. Procedure details: Methyl 4-acetamido-3-aminophenylacetate (77 g, 0.373 mol) was taken up in a mixture of acetic acid (210 ml) and water (210 ml) and cooled to below 5° C. A solution of sodium nitrite (38.63 g, 0.559 mol) in water (200 ml) was added dropwise, and once the addition was complete the mixture was stirred for 4 hours, warming slowly to room temperature. The mixture was diluted with ethyl acetate and the insoluble material removed by filtration. The filtrate was washed with brine, dried over anhydrous m... Reactants: C(CCCCCC)C1=CC=C(C=C1)O (p-heptyl phenol), NC(=O)N (urea). The product is C(N)(OC1=CC=C(C=C1)CCCCCCC)=O ((p-heptylphenyl) Carbamate). Isolated yield 90.0%. As a reaction SMILES: [CH2:1]([C:8]1[CH:13]=[CH:12][C:11]([OH:14])=[CH:10][CH:9]=1)[CH2:2][CH2:3][CH2:4][CH2:5][CH2:6][CH3:7].[NH2:15][C:16](N)=[O:17]>>[C:16](=[O:17])([O:14][C:11]1[CH:10]=[CH:9][C:8]([CH2:1][CH2:2][CH2:3][CH2:4][CH2:5][CH2:6][CH3:7])=[CH:13][CH:12]=1)[NH2:15]. Reported procedure: The same method as step (6-1) of Example 6 was carried out with the exception of using 8040 g of p-heptyl phenol instead of 4-phenyl phenol, using 378 g of urea and carrying out the reaction for 16 hours. When a portion of the reaction liquid was removed and analyzed by liquid chromatography, the formation of (p-pentylphenyl) carbamate was confirmed. The yield was about 90% based on the charged amount of urea. The reactants are BrC=C(C)C1=CC(=C(C=C1)Cl)Cl (4-(1-bromoprop-1-en-2-yl)-1,2-dichlorobenzene), C(C)C1N(CCC2=C1NC1=CC=C(C=C21)C)C (1-ethyl-2,6-dimethyl-2,3,4,9-tetrahydro-1H-pyrido[3,4-b]indole), N1[C@H](C(=O)O)CCC1 (L-proline), [O-]P(=O)([O-])[O-].[K+].[K+].[K+] (K3PO4). The reagents and catalysts are [Cu]I (CuI). The solvent is CN(C)C=O (DMF). Run at time 10 minute. Product: ClC=1C=C(C=CC1Cl)C(=CN1C2=C(C3=CC(=CC=C13)C)CCN(C2CC)C)C (9-(2-(3,4-dichlorophenyl)prop-1-enyl)-1-ethyl-2,6-dimethyl-2,3,4,9-tetrahydro-1H-pyrido[3,4-b]indole). The yield is 54.6%. Reaction SMILES: [CH2:1]([CH:3]1[C:8]2[NH:9][C:10]3[C:15]([C:7]=2[CH2:6][CH2:5][N:4]1[CH3:17])=[CH:14][C:13]([CH3:16])=[CH:12][CH:11]=3)[CH3:2].N1CCC[C@H]1C(O)=O.[O-]P([O-])([O-])=O.[K+].[K+].[K+].Br[CH:35]=[C:36]([C:38]1[CH:43]=[CH:42][C:41]([Cl:44])=[C:40]([Cl:45])[CH:39]=1)[CH3:37]>CN(C=O)C.[Cu]I>[Cl:45][C:40]1[CH:39]=[C:38]([C:36]([CH3:37])=[CH:35][N:9]2[C:10]3[C:15](=[CH:14][C:13]([CH3:16])=[CH:12][CH:11]=3)[C:7]3[CH2:6][CH2:5][N:4]([CH3:17])[CH:3]([CH2:1][CH3:2])[C:8]2=3)[CH:43]=[CH:42][C:41]=1[Cl:44] |f:2.3.4.5|. Procedure details: 1-ethyl-2,6-dimethyl-2,3,4,9-tetrahydro-1H-pyrido[3,4-b]indole (72 mg, 0.31 mmol) was dissolved in DMF (5 mL). To this solution was added CuI (6 mg, 0.032 mmol), L-proline (7 mg, 0.063 mmol), K3PO4 (134 mg, 0.63 mmol). The reaction mixture was stirred for 10 min at room temperature followed by addition of 4-(1-bromoprop-1-en-2-yl)-1,2-dichlorobenzene (100 mg, 0.378 mmol). The reaction mixture was heated at 80° C. for 18 h. Solvent was evaporated under reduced pressure, the residue was diluted wi... The reactants are BrB(Br)Br, COc1ccc(N(C)c2nc(Nc3ccccc3C)nc3ccccc23)cc1, ClCCl, Cl. Yields the product Cc1ccccc1Nc1nc(N(C)c2ccc(O)cc2)c2ccccc2n1, Cl. Reaction SMILES: [B:30]([Br:31])([Br:32])[Br:33].[CH3:2][c:3]1[c:4]([NH:9][c:10]2[n:11][c:12]3[cH:13][cH:14][cH:15][cH:16][c:17]3[c:18]([N:20]([CH3:21])[c:22]3[cH:23][cH:24][c:25]([O:28][CH3:29])[cH:26][cH:27]3)[n:19]2)[cH:5][cH:6][cH:7][cH:8]1.[Cl:34][CH2:35][Cl:36].[ClH:1]>>[CH3:2][c:3]1[c:4]([NH:9][c:10]2[n:11][c:12]3[cH:13][cH:14][cH:15][cH:16][c:17]3[c:18]([N:20]([CH3:21])[c:22]3[cH:23][cH:24][c:25]([OH:28])[cH:26][cH:27]3)[n:19]2)[cH:5][cH:6][cH:7][cH:8]1.[ClH:1].